From a dataset of the Open Reaction Database (ORD), a public repository of structured organic reaction records. describe an organic reaction: reactants, conditions, products, and yield RXN SMILES: [CH2:4]([CH3:5])[c:6]1[cH:7][cH:8][cH:9][cH:10][cH:11]1.[CH3:12][C:13](=[O:14])[O:15][C:16](=[O:17])[CH3:18].[CH3:19][C:20]#[N:21].[Cl:1][CH2:2][Cl:3]>>[C:4]([CH3:5])([c:6]1[cH:7][cH:8][cH:9][cH:10][cH:11]1)=[O:14]. Yields the product CC(=O)c1ccccc1. The reactants are CCc1ccccc1, CC(=O)OC(C)=O, CC#N, ClCCl. Reactants: C1(=CC=CC=C1)C(CC(=O)O)NS(=O)(=O)C1=CC(=CC=C1)C(F)(F)F (3-phenyl-3-(3-trifluoromethyl-benzenesulfonylamino)-propionic acid), NC1C=2C=CC(=CC2CCC1)OS(=O)(=O)C(F)(F)F (trifluoro-methanesulfonic acid 5-amino-5,6,7,8-tetrahydro-naphthalen-2-yl Ester), C=1C=CC2=C(C1)N=NN2O (HOBt), C(CCl)Cl (EDC). Solvent: C(Cl)Cl (CH2Cl2), C(Cl)Cl (CH2Cl2). Run at time 8 hour. The product is C1(=CC=CC=C1)C(CC(=O)NC1C=2C=CC(=CC2CCC1)OS(=O)(=O)C(F)(F)F)NS(=O)(=O)C1=CC(=CC=C1)C(F)(F)F (Trifluoro-methanesulfonic acid 5-[3-phenyl-3-(3-trifluoromethyl-benzenesulfonylamino)-propionylamino]-5,6,7,8-tetrahydro-naphthalen-2-yl Ester). Reaction SMILES: [C:1]1([CH:7]([NH:12][S:13]([C:16]2[CH:21]=[CH:20][CH:19]=[C:18]([C:22]([F:25])([F:24])[F:23])[CH:17]=2)(=[O:15])=[O:14])[CH2:8][C:9](O)=[O:10])[CH:6]=[CH:5][CH:4]=[CH:3][CH:2]=1.[NH2:26][CH:27]1[CH2:36][CH2:35][CH2:34][C:33]2[CH:32]=[C:31]([O:37][S:38]([C:41]([F:44])([F:43])[F:42])(=[O:40])=[O:39])[CH:30]=[CH:29][C:28]1=2.C1C=CC2N(O)N=NC=2C=1.C(Cl)CCl>C(Cl)Cl>[C:1]1([CH:7]([NH:12][S:13]([C:16]2[CH:21]=[CH:20][CH:19]=[C:18]([C:22]([F:24])([F:23])[F:25])[CH:17]=2)(=[O:15])=[O:14])[CH2:8][C:9]([NH:26][CH:27]2[CH2:36][CH2:35][CH2:34][C:33]3[CH:32]=[C:31]([O:37][S:38]([C:41]([F:44])([F:42])[F:43])(=[O:40])=[O:39])[CH:30]=[CH:29][C:28]2=3)=[O:10])[CH:6]=[CH:5][CH:4]=[CH:3][CH:2]=1. Reported procedure: To a solution of 3-phenyl-3-(3-trifluoromethyl-benzenesulfonylamino)-propionic acid (4.31 g, 11.56 mmol), trifluoro-methanesulfonic acid 5-amino-5,6,7,8-tetrahydro-naphthalen-2-yl ester (Step D, 3.10 g, 10.51 mmol), HOBt (Aldrich, 1.28 g, 9.46 mmol), and CH2Cl2 (30 mL) was added EDC (Aldrich, 3.02 g, 15.76 mmol). The reaction was stirred at RT overnight and diluted with CH2Cl2 (100 mL). The organic phase was washed with saturated NaHCO3, water and brine, dried over Na2SO4, filtered and concentra...